Dataset: the Open Reaction Database (ORD), a public repository of structured organic reaction records. Task: describe an organic reaction: reactants, conditions, products, and yield Starting materials: CC=1C=C(C=O)C=CC1OC (3-methyl-4-methoxybenzaldehyde), C(C)(=O)[O-].[NH4+] (ammonium acetate), [N+](=O)([O-])CC (nitroethane). Product: CC=1C=C(C=CC1OC)C=C(C)[N+](=O)[O-] (1-(3-methyl-4-methoxyphenyl)-2-nitropropene). RXN SMILES: [CH3:1][C:2]1[CH:3]=[C:4]([CH:7]=[CH:8][C:9]=1[O:10][CH3:11])[CH:5]=O.C([O-])(=O)C.[NH4+].[N+:17]([CH2:20][CH3:21])([O-:19])=[O:18]>>[CH3:1][C:2]1[CH:3]=[C:4]([CH:5]=[C:20]([N+:17]([O-:19])=[O:18])[CH3:21])[CH:7]=[CH:8][C:9]=1[O:10][CH3:11] |f:1.2|. Reported procedure: The starting material is prepared as follows: The mixture of 100 g of 3-methyl-4-methoxybenzaldehyde, 300 ml of nitroethane and 52 g of ammonium acetate is refluxed for 4 hours and evaporated, to yield the 1-(3-methyl-4-methoxyphenyl)-2-nitropropene. Reactants: FC=1C=C(C=C(C1)C1(CCOCC1)C(=O)N)OCC1=CC=C(C=C1)N1C(=NC=C1)C (4-[5-Fluoro-3-[4-(2-methylimidazol-1-yl)benzyloxy]phenyl]-tetrahydro-2H-pyran-4-carboxamide), Cl.CO (hydrogen chloride methanol). Conditions: time 10 minute. Yields the product Cl.FC=1C=C(C=C(C1)C1(CCOCC1)C(=O)N)OCC1=CC=C(C=C1)N1C(=NC=C1)C (4-[5-Fluoro-3-[4-(2-methylimidazol-1-yl)benzyloxy]phenyl]-3,4,5,6-tetrahydro-2H-pyran-4-carboxamide hydrochloride). The yield is 57.0%. RXN SMILES: [F:1][C:2]1[CH:3]=[C:4]([O:17][CH2:18][C:19]2[CH:24]=[CH:23][C:22]([N:25]3[CH:29]=[CH:28][N:27]=[C:26]3[CH3:30])=[CH:21][CH:20]=2)[CH:5]=[C:6]([C:8]2([C:14]([NH2:16])=[O:15])[CH2:13][CH2:12][O:11][CH2:10][CH2:9]2)[CH:7]=1.[ClH:31].CO>>[ClH:31].[F:1][C:2]1[CH:3]=[C:4]([O:17][CH2:18][C:19]2[CH:24]=[CH:23][C:22]([N:25]3[CH:29]=[CH:28][N:27]=[C:26]3[CH3:30])=[CH:21][CH:20]=2)[CH:5]=[C:6]([C:8]2([C:14]([NH2:16])=[O:15])[CH2:9][CH2:10][O:11][CH2:12][CH2:13]2)[CH:7]=1 |f:1.2,3.4|. Procedure details: 4-[5-Fluoro-3-[4-(2-methylimidazol-1-yl)benzyloxy]phenyl]-tetrahydro-2H-pyran-4-carboxamide (39 mg, 0.1 mmol) was dissolved in 10% hydrogen chloride-methanol (2 ml). After stirring for 10 min, volatiles were removed by evaporation and the resulting residue recrystallized from ethanol to give the titled compound (24 mg, 57%) as white solids. The reactants are C(CCC)C=1N(C(=CN1)C=O)CC1=CC=C(C=C1)C(=O)OC (2-n-butyl-1-[(4-carbomethoxyphenyl)methyl]imidazole-5-aldehyde), C(CCC)C=1N(C(=CN1)C=O)CC1=C(C=C(C=C1)C(=O)OCC)Cl (2-n-butyl-1-[(4-carboethoxy-2-chlorophenyl)methyl]imidazole-5-aldehyde), C1(=CC=CC=C1)CCC(=O)OC(C)(C)C (t-butyl 3-phenylpropanoate), FC(C(=O)O)(F)F (trifluoroacetic acid), t-butyl ester. Yields the product C(CCC)C=1N(C(=CN1)/C=C(/C(=O)O)\CC1=CC=CC=C1)CC1=CC=C(C=C1)C(=O)OC ((E)-3-[2-n-Butyl-1-{(4-carbomethoxyphenyl)methyl}-1H-imidazol-5-yl]-2-benzyl-2-propenoic Acid). As a reaction SMILES: [CH2:1]([C:5]1[N:6]([CH2:12][C:13]2[CH:18]=[CH:17][C:16]([C:19]([O:21][CH3:22])=[O:20])=[CH:15][CH:14]=2)[C:7]([CH:10]=O)=[CH:8][N:9]=1)[CH2:2][CH2:3][CH3:4].C(C1N(CC2C=CC(C(OCC)=O)=CC=2Cl)C(C=O)=CN=1)CCC.[C:47]1([CH2:53][CH2:54][C:55]([O:57]C(C)(C)C)=[O:56])[CH:52]=[CH:51][CH:50]=[CH:49][CH:48]=1.FC(F)(F)C(O)=O>>[CH2:1]([C:5]1[N:6]([CH2:12][C:13]2[CH:18]=[CH:17][C:16]([C:19]([O:21][CH3:22])=[O:20])=[CH:15][CH:14]=2)[C:7](/[CH:10]=[C:54](\[CH2:53][C:47]2[CH:52]=[CH:51][CH:50]=[CH:49][CH:48]=2)/[C:55]([OH:57])=[O:56])=[CH:8][N:9]=1)[CH2:2][CH2:3][CH3:4]. Procedure details: The title compound was prepared using 2-n-butyl-1-[(4-carbomethoxyphenyl)methyl]imidazole-5-aldehyde, prepared by the method described for the preparation of 2-n-butyl-1-[(4-carboethoxy-2-chlorophenyl)methyl]imidazole-5-aldehyde in Example 44, and t-butyl 3-phenylpropanoate by the procedure of Example 27, except, instead of basic hydrolysis, trifluoroacetic acid hydrolysis of the t-butyl ester is employed.